This data is from the Open Reaction Database (ORD), a public repository of structured organic reaction records. The task is: describe an organic reaction: reactants, conditions, products, and yield Starting materials: ClC=1N=C(C2=C(N1)C=C(O2)CN2CCN(CC2)C(C(=O)N)(C)C)N2CCOCC2 (2-[4-(2-chloro-4-morpholin-4-ylfuro[3,2-d]pyrimidin-6-ylmethyl)piperazin-1-yl]isobutyramide), CC1=NC2=C(N1)C=CC=C2 (2-methyl-1H-benzoimidazole), CC(C)C1=CC(=C(C(=C1)C(C)C)C2=C(C=CC=C2)P(C3CCCCC3)C4CCCCC4)C(C)C (Xphos), C([O-])([O-])=O.[Cs+].[Cs+] (cesium carbonate). Reagents/catalysts: C=1C=CC(=CC1)/C=C/C(=O)/C=C/C2=CC=CC=C2.C=1C=CC(=CC1)/C=C/C(=O)/C=C/C2=CC=CC=C2.C=1C=CC(=CC1)/C=C/C(=O)/C=C/C2=CC=CC=C2.[Pd].[Pd] (Pd2dba3). Run in O1CCOCC1 (1,4-dioxane). Reaction conditions: temperature 110 celsius. The product is CC(C(=O)N)(C)N1CCN(CC1)CC1=CC=2N=C(N=C(C2O1)N1CCOCC1)N1C(=NC2=C1C=CC=C2)C (2-methyl-2-(4-((2-(2-methyl-1H-benzo[d]imidazol-1-yl)-4-morpholinofuro[3,2-d]pyrimidin-6-yl)methyl)piperazin-1-yl)propanamide). Isolated yield 66.7%. As a reaction SMILES: Cl[C:2]1[N:3]=[C:4]([N:24]2[CH2:29][CH2:28][O:27][CH2:26][CH2:25]2)[C:5]2[O:10][C:9]([CH2:11][N:12]3[CH2:17][CH2:16][N:15]([C:18]([CH3:23])([CH3:22])[C:19]([NH2:21])=[O:20])[CH2:14][CH2:13]3)=[CH:8][C:6]=2[N:7]=1.[CH3:30][C:31]1[NH:35][C:34]2[CH:36]=[CH:37][CH:38]=[CH:39][C:33]=2[N:32]=1.CC(C1C=C(C(C)C)C(C2C=CC=CC=2P(C2CCCCC2)C2CCCCC2)=C(C(C)C)C=1)C.C(=O)([O-])[O-].[Cs+].[Cs+]>O1CCOCC1.C1C=CC(/C=C/C(/C=C/C2C=CC=CC=2)=O)=CC=1.C1C=CC(/C=C/C(/C=C/C2C=CC=CC=2)=O)=CC=1.C1C=CC(/C=C/C(/C=C/C2C=CC=CC=2)=O)=CC=1.[Pd].[Pd]>[CH3:22][C:18]([N:15]1[CH2:16][CH2:17][N:12]([CH2:11][C:9]2[O:10][C:5]3[C:4]([N:24]4[CH2:29][CH2:28][O:27][CH2:26][CH2:25]4)=[N:3][C:2]([N:32]4[C:33]5[CH:39]=[CH:38][CH:37]=[CH:36][C:34]=5[N:35]=[C:31]4[CH3:30])=[N:7][C:6]=3[CH:8]=2)[CH2:13][CH2:14]1)([CH3:23])[C:19]([NH2:21])=[O:20] |f:3.4.5,7.8.9.10.11|. Procedure details: A mixture of 2-[4-(2-chloro-4-morpholin-4-ylfuro[3,2-d]pyrimidin-6-ylmethyl)piperazin-1-yl]isobutyramide (500 mg, 1.18 mmol), 2-methyl-1H-benzoimidazole (180 mg, 1.36 mmol), Pd2dba3 (27 mg, 0.029 mmol), Xphos (57 mg, 0.12 mmol) and cesium carbonate (580 mg, 1.78 mmol) in 1,4-dioxane (10 mL) was heated at 110° C. for 18 h. The reaction mixture was cooled to ambient temperature, then loaded onto an Isolute® SCX-2 cartridge, which was washed with MeOH/DCM before the desired product was eluted with ... Reactants: BrC=1C=C(C=CC1Cl)[N+](=O)[O-] (3-bromo-4-chloronitrobenzene), O1CCN(CC1)C1CCNCC1 (4-morpholinopiperidine). Product: BrC=1C=C(N)C=CC1N1CCC(CC1)N1CCOCC1 (3-Bromo-4-(4-morpholinopiperidin-1-yl)aniline). RXN SMILES: [Br:1][C:2]1[CH:3]=[C:4]([N+:9]([O-])=O)[CH:5]=[CH:6][C:7]=1Cl.[O:12]1[CH2:17][CH2:16][N:15]([CH:18]2[CH2:23][CH2:22][NH:21][CH2:20][CH2:19]2)[CH2:14][CH2:13]1>>[Br:1][C:2]1[CH:3]=[C:4]([CH:5]=[CH:6][C:7]=1[N:21]1[CH2:22][CH2:23][CH:18]([N:15]2[CH2:16][CH2:17][O:12][CH2:13][CH2:14]2)[CH2:19][CH2:20]1)[NH2:9]. Reported procedure: By the reaction and treatment in the same manner as in Starting Material Synthesis Example 40 using 3-bromo-4-chloronitrobenzene and 4-morpholinopiperidine, the title compound was obtained, melting point: 215–217° C.